Dataset: the Open Reaction Database (ORD), a public repository of structured organic reaction records. Task: describe an organic reaction: reactants, conditions, products, and yield Starting materials: COC(C(C(C1=CC(=CC=C1)C(F)(F)F)Cl)=O)=O (3-chloro-3-(3-trifluoromethyl-phenyl)-2-oxo-propionic acid methyl ester), C1(CC1)C(N)=S (cyclopropanecarbothioic acid amide). Product: COC(=O)C=1N=C(SC1C1=CC(=CC=C1)C(F)(F)F)C1CC1 (2-Cyclopropyl-5-(3-trifluoromethyl-phenyl)-thiazole-4-carboxylic acid methyl ester). As a reaction SMILES: [CH3:1][O:2][C:3](=[O:18])[C:4](=O)[CH:5](Cl)[C:6]1[CH:11]=[CH:10][CH:9]=[C:8]([C:12]([F:15])([F:14])[F:13])[CH:7]=1.[CH:19]1([C:22](=[S:24])[NH2:23])[CH2:21][CH2:20]1>>[CH3:1][O:2][C:3]([C:4]1[N:23]=[C:22]([CH:19]2[CH2:21][CH2:20]2)[S:24][C:5]=1[C:6]1[CH:11]=[CH:10][CH:9]=[C:8]([C:12]([F:15])([F:14])[F:13])[CH:7]=1)=[O:18]. Procedure: prepared by reaction of 3-chloro-3-(3-trifluoromethyl-phenyl)-2-oxo-propionic acid methyl ester with cyclopropanecarbothioic acid amide. LC-MS: tR=1.07 min; [M+H]+=328.2. Starting materials: CCO, ClCCl, I, CN(CCN1CCSc2cc(N)ccc21)CC(=O)OC(C)(C)C, CSC(=N)c1cccs1. The product is CN(CCN1CCSc2cc(NC(=N)c3cccs3)ccc21)CC(=O)OC(C)(C)C. As a reaction SMILES: [CH3:34][CH2:35][OH:36].[Cl:37][CH2:38][Cl:39].[IH:24].[NH2:1][c:2]1[cH:3][cH:4][c:5]2[c:6]([cH:23]1)[S:7][CH2:8][CH2:9][N:10]2[CH2:11][CH2:12][N:13]([CH2:14][C:15](=[O:16])[O:17][C:18]([CH3:19])([CH3:20])[CH3:21])[CH3:22].[s:25]1[c:26]([C:30](=[NH:31])[S:32][CH3:33])[cH:27][cH:28][cH:29]1>>[NH:1]([c:2]1[cH:3][cH:4][c:5]2[c:6]([cH:23]1)[S:7][CH2:8][CH2:9][N:10]2[CH2:11][CH2:12][N:13]([CH2:14][C:15](=[O:16])[O:17][C:18]([CH3:19])([CH3:20])[CH3:21])[CH3:22])[C:30]([c:26]1[s:25][cH:29][cH:28][cH:27]1)=[NH:31]. Reactants: C(C)(C)(C)OC(=O)N1C(CC(C1)OCC1=CC=CC=C1)CC=C (2-Allyl-4-benzyloxy-pyrrolidine-1-carboxylic acid tert-butyl ester), FC(C(=O)O)(F)F (trifluoroacetic acid). Run in C(Cl)Cl (methylene chloride). Reaction conditions: time 1 hour. The product is C(C=C)C1NCC(C1)OCC1=CC=CC=C1 (2-allyl-4-benzyloxy-pyrrolidine). As a reaction SMILES: C(OC([N:8]1[CH2:12][CH:11]([O:13][CH2:14][C:15]2[CH:20]=[CH:19][CH:18]=[CH:17][CH:16]=2)[CH2:10][CH:9]1[CH2:21][CH:22]=[CH2:23])=O)(C)(C)C.FC(F)(F)C(O)=O>C(Cl)Cl>[CH2:21]([CH:9]1[CH2:10][CH:11]([O:13][CH2:14][C:15]2[CH:20]=[CH:19][CH:18]=[CH:17][CH:16]=2)[CH2:12][NH:8]1)[CH:22]=[CH2:23]. Procedure: 2-Allyl-4-benzyloxy-pyrrolidine-1-carboxylic acid tert-butyl ester, 51, (0.76 g, 2.4 mmol) is dissolved in methylene chloride (33 mL), and trifluoroacetic acid (25 mL) is added. The reaction mixture is stirred for 1 hour and then concentrated in vacuo. MeOH (40 mL) is added and the solvent is removed in vacuo to afford the desired product in approximately quanitative yield as a viscous oil which is used without further purification. Reactants: N1C=CC=2C1=[N+](C=CC2)[O-] (1H-Pyrrolo[2,3-b]pyridine 7-oxide), O=P(Cl)(Cl)Cl (POCl3), [OH-].[Na+] (NaOH). Run at temperature 106 celsius. Yields the product ClC1=C2C(=NC=C1)NC=C2 (4-Chloro-1H-pyrrolo[2,3-b]pyridine). RXN SMILES: [NH:1]1[C:5]2=[N+:6]([O-])[CH:7]=[CH:8][CH:9]=[C:4]2[CH:3]=[CH:2]1.O=P(Cl)(Cl)[Cl:13].[OH-].[Na+]>>[Cl:13][C:9]1[CH:8]=[CH:7][N:6]=[C:5]2[NH:1][CH:2]=[CH:3][C:4]=12 |f:2.3|. Reported procedure: The m-CBA salt of 1H-Pyrrolo[2,3-b]pyridine 7-oxide (9 g) was taken into POCl3 (46 mL, 7.5 eq.). The mixture was heated at 90° C. for 15 hours and to 106° C. for another 4 hours. The mixture was cooled to room temperature, and most of the POCl3 was distilled off under high vacuum. The residue was dissolved in CH3CN (10 mL). Water (20 mL) was added slowly to quench the reaction. The resulted mixture was adjusted to pH 9 using 10 N NaOH. The solid was filtered. The crude solid was redissolved in s... Procedure details: Scheme I-19 depicts the preparation of isothiazolobenzene or isothiazolopyridine glyoxylic acid derivatives which may be employed to prepare compounds of formula I. 3-methyl isothiazolopyridines can be prepared as depicted in step a by using methodology as described in Taurins, A.; Khouw, V. T. Can. J. Chem. 1973, 51(11), 1741-1748. For example Isothiazolo[3,4-b]pyridine was synthesized from 2-aminonicotinonitrile in three steps: by the reaction with NH3 and H2S to produce 2-aminothionicotinamid... Reagents/catalysts: [Ni] (Raney Nickel). As a reaction SMILES: [PH2](O)=[O:2].NC1C(C#N)=NC=CC=1.[NH2:13][C:14]1[C:15]([C:20]([NH2:22])=[S:21])=[N:16][CH:17]=[CH:18][CH:19]=1.[Cl:23][C:24]1[N:31]=[CH:30][CH:29]=[CH:28][C:25]=1[C:26]#[N:27]>[Ni].C(O)=O>[NH2:22][C:20]1[S:21][N:13]=[C:14]2[CH:19]=[CH:18][CH:17]=[N:16][C:15]=12.[S:21]1[C:24]2=[N:31][CH:30]=[CH:29][CH:28]=[C:25]2[CH:26]=[N:27]1.[Cl:23][C:24]1[N:31]=[CH:30][CH:29]=[CH:28][C:25]=1[CH:26]=[O:2]. Yields the product NC=1SN=C2C1N=CC=C2 (3-Aminoisothiazolo[4,3-b]pyridine), S1N=CC=2C1=NC=CC2 (Isothiazolo[5,4-b]pyridine), ClC1=C(C=O)C=CC=N1 (2-chloronicotinaldehyde). Run in C(=O)O (HCO2H). Starting materials: NC=1C(=NC=CC1)C#N (3-aminopicolinonitrile), NC=1C(=NC=CC1)C(=S)N (3-aminothiopicolinamide), ClC1=C(C#N)C=CC=N1 (2-chloronicotinonitrile), [PH2](=O)O (hypophosphorous acid). Procedure details: To a solution of 1,4-dioxaspiro[4.5]decan-8-one (5.00 g, 24.0 mmol) in THF (100 mL) was dropwise added cyclohexylmagnesium chloride (2.0 M in diethyl ether, 24.0 mL, 48.0 mmol) at −78° C. over 10 min. The mixture was stirred at 0° C. for 1.5 h, and then quenched with aqueous NH4Cl (100 mL). The layers were separated, and the aqueous layer was extracted with EtOAc (50 mL). The combined organic layers were washed with brine (20 mL), dried over Na2SO4 and concentrated under reduced pressure. The re... RXN SMILES: [CH:1]1([C:7]2([OH:17])[CH2:16][CH2:15][C:10]3(OCC[O:11]3)[CH2:9][CH2:8]2)[CH2:6][CH2:5][CH2:4][CH2:3][CH2:2]1.Cl.CCOC(C)=O.C([O-])(O)=O.[Na+]>C1COCC1>[CH:1]1([C:7]2([OH:17])[CH2:8][CH2:9][C:10](=[O:11])[CH2:15][CH2:16]2)[CH2:6][CH2:5][CH2:4][CH2:3][CH2:2]1 |f:3.4|. The product is C1(CCCCC1)C1(CCC(CC1)=O)O (4-cyclohexyl-4-hydroxycyclohexanone). Yield: 37.0%. The reactants are C1(CCCCC1)C1(CCC2(OCCO2)CC1)O (8-cyclohexyl-1,4-dioxaspiro[4.5]decan-8-ol), Cl (HCl), CCOC(=O)C (EtOAc), C(=O)(O)[O-].[Na+] (NaHCO3). Conditions: time 4 hour. The solvent is C1CCOC1 (THF). Starting materials: CC(C)CC(C=O)NC(=O)OC(C)(C)C, [BH3-]C#N, CC(=O)O, CO, Cl, Fc1ccc(C(c2ccc(F)cc2)N2CCNCC2)cc1, [Na+]. Product: CC(C)CC(CN1CCN(C(c2ccc(F)cc2)c2ccc(F)cc2)CC1)NC(=O)OC(C)(C)C. RXN SMILES: [C:1]([CH3:2])([CH3:3])([CH3:4])[O:5][C:6]([NH:7][CH:8]([CH2:9][CH:10]([CH3:11])[CH3:12])[CH:13]=[O:14])=[O:15].[C:37]([BH3-:38])#[N:39].[C:42]([OH:43])(=[O:44])[CH3:45].[CH3:46][OH:47].[ClH:41].[F:16][c:17]1[cH:18][cH:19][c:20]([CH:23]([N:24]2[CH2:25][CH2:26][NH:27][CH2:28][CH2:29]2)[c:30]2[cH:31][cH:32][c:33]([F:36])[cH:34][cH:35]2)[cH:21][cH:22]1.[Na+:40]>>[C:1]([CH3:2])([CH3:3])([CH3:4])[O:5][C:6]([NH:7][CH:8]([CH2:9][CH:10]([CH3:11])[CH3:12])[CH2:13][N:27]1[CH2:26][CH2:25][N:24]([CH:23]([c:20]2[cH:19][cH:18][c:17]([F:16])[cH:22][cH:21]2)[c:30]2[cH:31][cH:32][c:33]([F:36])[cH:34][cH:35]2)[CH2:29][CH2:28]1)=[O:15]. Reactants: COC([C@@](N(C)C(C1=CC(=CC(=C1)C)C)=O)(CC1=CC=C(C=C1)C1=CSC=C1)C)=O (N-(3,5-dimethylbenzoyl)-N-methyl-2-methyl-3-[4-(3-thienyl)phenyl]alanine methyl ester), [OH-].[K+] (potassium hydroxide). Run in C(C)O (ethanol), O (water). Product: CC=1C=C(C(=O)N([C@@](CC2=CC=C(C=C2)C2=CSC=C2)(C(=O)O)C)C)C=C(C1)C (N-(3,5-dimethylbenzoyl)-N-methyl-2-methyl-3-[4-(3-thienyl)phenyl]alanine). Reaction SMILES: C[O:2][C:3](=[O:30])[C@:4]([CH3:29])([CH2:17][C:18]1[CH:23]=[CH:22][C:21]([C:24]2[CH:28]=[CH:27][S:26][CH:25]=2)=[CH:20][CH:19]=1)[N:5]([C:7](=[O:16])[C:8]1[CH:13]=[C:12]([CH3:14])[CH:11]=[C:10]([CH3:15])[CH:9]=1)[CH3:6].[OH-].[K+]>C(O)C.O>[CH3:14][C:12]1[CH:13]=[C:8]([CH:9]=[C:10]([CH3:15])[CH:11]=1)[C:7]([N:5]([CH3:6])[C@:4]([CH3:29])([C:3]([OH:30])=[O:2])[CH2:17][C:18]1[CH:23]=[CH:22][C:21]([C:24]2[CH:28]=[CH:27][S:26][CH:25]=2)=[CH:20][CH:19]=1)=[O:16] |f:1.2|. Reported procedure: A stirred solution of N-(3,5-dimethylbenzoyl)-N-methyl-2-methyl-3-[4-(3-thienyl)phenyl]alanine methyl ester (100 mg, 0.245 mmol) and potassium hydroxide (40 mg, 0.72 mmol) in ethanol (5 ml) is refluxed overnight. The mixture is diluted with water and washed with ether. The aqueous layer is washed with brine, dried over magnesium sulfate, and concentrated in vacuo to give the corresponding crude N-(3,5-dimethylbenzoyl)-N-methyl-2-methyl-3-[4-(3-thienyl)phenyl]alanine